Dataset: the Open Reaction Database (ORD), a public repository of structured organic reaction records. Task: describe an organic reaction: reactants, conditions, products, and yield The reactants are ClC1=CC=C(C=N1)C1=NC(=NO1)C1=NC(=NC(=N1)N(C1=CC=CC=C1)C)N (6-[5-(6-chloropyridin-3-yl)-1,2,4-oxadiazol-3-yl]-2-N-methyl-2-N-phenyl-1,3,5-triazine-2,4-diamine), ClC1=CC=C(C=N1)C1=NC(=NO1)C1=NC(=NC(=N1)N(C1=CC=CC=C1)C)N (6-[5-(6-chloropyridin-3-yl)-1,2,4-oxadiazol-3-yl]-2-N-methyl-2-N-phenyl-1,3,5-triazine-2,4-diamine), C(C)(C)N (isopropylamine), CCN(C(C)C)C(C)C (DIPEA), 100W. Run in CCO (EtOH). Yields the product CN(C1=NC(=NC(=N1)N)C1=NOC(=N1)C=1C=NC(=CC1)NC(C)C)C1=CC=CC=C1 (2-N-Methyl-2-N-phenyl-6-(5-{6-[(propan-2-yl)amino]pyridin-3-yl}-1,2,4-oxadiazol-3-yl)-1,3,5-triazine-2,4-diamine). The yield is 27.3%. RXN SMILES: Cl[C:2]1[N:7]=[CH:6][C:5]([C:8]2[O:12][N:11]=[C:10]([C:13]3[N:18]=[C:17]([N:19]([CH3:26])[C:20]4[CH:25]=[CH:24][CH:23]=[CH:22][CH:21]=4)[N:16]=[C:15]([NH2:27])[N:14]=3)[N:9]=2)=[CH:4][CH:3]=1.[CH:28]([NH2:31])([CH3:30])[CH3:29].CCN(C(C)C)C(C)C>CCO>[CH3:26][N:19]([C:20]1[CH:25]=[CH:24][CH:23]=[CH:22][CH:21]=1)[C:17]1[N:16]=[C:15]([NH2:27])[N:14]=[C:13]([C:10]2[N:9]=[C:8]([C:5]3[CH:6]=[N:7][C:2]([NH:31][CH:28]([CH3:30])[CH3:29])=[CH:3][CH:4]=3)[O:12][N:11]=2)[N:18]=1. Reported procedure: A mixture of 6-[5-(6-chloropyridin-3-yl)-1,2,4-oxadiazol-3-yl]-2-N-methyl-2-N-phenyl-1,3,5-triazine-2,4-diamine (Intermediate 135, 0.100 g, 0.263 mmol), isopropylamine (0.087 mL, 1.052 mmol), DIPEA (0.091 mL, 0.525 mmol) in EtOH (1 mL) was heated 3 times under microwave conditions (first treatment: 100 W, 130 C, 40 min; second treatment: 100 W, 130 C, 45 min; third treatment: 100W, 130 C, 45 min). The reaction mixture was cooled down and concentrated under vacuum. The resulting dark oil was puri... Starting materials: ClC(Cl)Cl, Clc1nc2ccccc2o1, COCCCN1C(=O)COc2ccc(COC3CN(C(=O)OCc4ccccc4)CCC3c3ccc(OC4CNC4)cc3)cc21. The product is COCCCN1C(=O)COc2ccc(COC3CN(C(=O)OCc4ccccc4)CCC3c3ccc(OC4CN(c5nc6ccccc6o5)C4)cc3)cc21. Reaction SMILES: [CH:56]([Cl:57])([Cl:58])[Cl:59].[Cl:46][c:47]1[o:48][c:49]2[c:50]([n:51]1)[cH:52][cH:53][cH:54][cH:55]2.[NH:1]1[CH2:2][CH:3]([O:5][c:6]2[cH:7][cH:8][c:9]([CH:12]3[CH:13]([O:28][CH2:29][c:30]4[cH:31][cH:32][c:33]5[c:34]([cH:45]4)[N:35]([CH2:40][CH2:41][CH2:42][O:43][CH3:44])[C:36](=[O:39])[CH2:37][O:38]5)[CH2:14][N:15]([C:18](=[O:19])[O:20][CH2:21][c:22]4[cH:23][cH:24][cH:25][cH:26][cH:27]4)[CH2:16][CH2:17]3)[cH:10][cH:11]2)[CH2:4]1>>[N:1]1([c:47]2[o:48][c:49]3[c:50]([n:51]2)[cH:52][cH:53][cH:54][cH:55]3)[CH2:2][CH:3]([O:5][c:6]2[cH:7][cH:8][c:9]([CH:12]3[CH:13]([O:28][CH2:29][c:30]4[cH:31][cH:32][c:33]5[c:34]([cH:45]4)[N:35]([CH2:40][CH2:41][CH2:42][O:43][CH3:44])[C:36](=[O:39])[CH2:37][O:38]5)[CH2:14][N:15]([C:18](=[O:19])[O:20][CH2:21][c:22]4[cH:23][cH:24][cH:25][cH:26][cH:27]4)[CH2:16][CH2:17]3)[cH:10][cH:11]2)[CH2:4]1.